This data is from the Open Reaction Database (ORD), a public repository of structured organic reaction records. The task is: describe an organic reaction: reactants, conditions, products, and yield Reactants: BrB(Br)Br, CCc1cc(OC)c(Oc2ccc(C(=O)N3CCN(C)C(=O)C3)cc2F)cc1F, [Cl-], ClCCl, [NH4+]. Product: CCc1cc(O)c(Oc2ccc(C(=O)N3CCN(C)C(=O)C3)cc2F)cc1F. RXN SMILES: [B:1]([Br:2])([Br:3])[Br:4].[CH2:5]([CH3:6])[c:7]1[cH:8][c:9]([O:32][CH3:33])[c:10]([O:11][c:12]2[c:13]([F:28])[cH:14][c:15]([C:16](=[O:17])[N:18]3[CH2:19][C:20](=[O:25])[N:21]([CH3:24])[CH2:22][CH2:23]3)[cH:26][cH:27]2)[cH:29][c:30]1[F:31].[Cl-:34].[Cl:36][CH2:37][Cl:38].[NH4+:35]>>[CH2:5]([CH3:6])[c:7]1[cH:8][c:9]([OH:32])[c:10]([O:11][c:12]2[c:13]([F:28])[cH:14][c:15]([C:16](=[O:17])[N:18]3[CH2:19][C:20](=[O:25])[N:21]([CH3:24])[CH2:22][CH2:23]3)[cH:26][cH:27]2)[cH:29][c:30]1[F:31]. Reactants: BrCC1=C(COC2=CC=C(C=C2)C2C(C(N2C2=CC=C(C=C2)F)=O)CCC(O)C2=CC=C(C=C2)F)C=CC=C1 (4-[4-(2-Bromomethylbenzyloxy)phenyl]-1-(4-fluorophenyl)-3-[3-(4-fluorophenyl)-3-hydroxypropyl]-azetidin-2-one), C1CN2CCN1CC2 (DABCO), C1(=CC=CC=C1)C (toluene). Product: [Br-].FC1=CC=C(C=C1)N1C(C(C1=O)CCC(O)C1=CC=C(C=C1)F)C1=CC=C(OCC2=CC=C(C[N+]34CCN(CC3)CC4)C=C2)C=C1 (1-[4-(4-{1-(4-Fluorophenyl)-3-[3-(4-fluorophenyl)-3-hydroxypropyl]-4-oxoazetidin-2-yl}phenoxymethyl)benzyl]-4-aza-1-azoniabicyclo[2.2.2]octane bromide). RXN SMILES: [Br:1]C[C:3]1[CH:39]=[CH:38][CH:37]=[CH:36][C:4]=1[CH2:5][O:6][C:7]1[CH:12]=[CH:11][C:10]([CH:13]2[N:16]([C:17]3[CH:22]=[CH:21][C:20]([F:23])=[CH:19][CH:18]=3)[C:15](=[O:24])[CH:14]2[CH2:25][CH2:26][CH:27]([C:29]2[CH:34]=[CH:33][C:32]([F:35])=[CH:31][CH:30]=2)[OH:28])=[CH:9][CH:8]=1.[CH2:40]1[N:45]2[CH2:46][CH2:47][N:42]([CH2:43][CH2:44]2)[CH2:41]1.[C:48]1(C)C=CC=CC=1>>[Br-:1].[F:23][C:20]1[CH:19]=[CH:18][C:17]([N:16]2[C:15](=[O:24])[CH:14]([CH2:25][CH2:26][CH:27]([C:29]3[CH:34]=[CH:33][C:32]([F:35])=[CH:31][CH:30]=3)[OH:28])[CH:13]2[C:10]2[CH:9]=[CH:8][C:7]([O:6][CH2:5][C:4]3[CH:36]=[CH:37][C:38]([CH2:48][N+:42]45[CH2:47][CH2:46][N:45]([CH2:44][CH2:43]4)[CH2:40][CH2:41]5)=[CH:39][CH:3]=3)=[CH:12][CH:11]=2)=[CH:22][CH:21]=1 |f:3.4|. Reported procedure: Compound (15) and DABCO were dissolved in toluene and reacted analogously to Example IV, giving the product (16) as a colorless solid of molecular weight 704.66 (C38H40BrF2N3O3); MS (ESI): 624.30 (MH+). Conditions: time 2 hour. RXN SMILES: [CH:1]12[CH2:7][CH:4]([CH:5]=[CH:6]1)[CH2:3][CH:2]2[C:8]([OH:10])=O.C(Cl)(=O)C([Cl:14])=O.CN(C)C=O>ClCCl>[CH:1]12[CH2:7][CH:4]([CH:5]=[CH:6]1)[CH2:3][CH:2]2[C:8]([Cl:14])=[O:10]. Yields the product C12C(CC(C=C1)C2)C(=O)Cl (5-norbornene-2-carbonyl chloride). Reactants: C12C(CC(C=C1)C2)C(=O)O (5-norbornene-2-carboxylic acid), C(C(=O)Cl)(=O)Cl (oxalyl chloride), CN(C=O)C (N,N-dimethylformamide). Solvent: ClCCl (dichloromethane). Procedure details: A solution of 5-norbornene-2-carboxylic acid (Aldrich, mixture of endo and exo, 1.25 g, 9.05 mmol) in dichloromethane (50 mL) was treated with oxalyl chloride (0.99 mL, 11.31 mmol) and a catalytic amount of N,N-dimethylformamide (100 μL). The reaction mixture was stirred at ambient temperature for 2 hours and then solvent and excess oxalyl chloride were removed under reduced pressure to yield the title compound which was used without further purification. The reactants are C(C)(C)(C)OC(=O)N1N=C(C2=CC=C(C=C12)O[Si](C1=CC=CC=C1)(C1=CC=CC=C1)C(C)(C)C)C1CCC1 (Tert-butyl6-(tert-butyldiphenylsilyloxy)-3-cyclobutylindazole-1-carboxylate), CCCC[N+](CCCC)(CCCC)CCCC.[F-].C1CCOC1 (TBAF THF), O (water). Run in C1CCOC1 (THF), [Cl-].[Na+].O (brine). Run at time 1 hour. Yields the product C(C)(C)(C)OC(=O)N1N=C(C2=CC=C(C=C12)O)C1CCC1 (Tert-butyl6-hydroxy-3-cyclobutylindazole-1-carboxylate). Yield: 96.0%. Reaction SMILES: [C:1]([O:5][C:6]([N:8]1[C:16]2[C:11](=[CH:12][CH:13]=[C:14]([O:17][Si](C(C)(C)C)(C3C=CC=CC=3)C3C=CC=CC=3)[CH:15]=2)[C:10]([CH:35]2[CH2:38][CH2:37][CH2:36]2)=[N:9]1)=[O:7])([CH3:4])([CH3:3])[CH3:2].CCCC[N+](CCCC)(CCCC)CCCC.[F-].C1COCC1.O>C1COCC1.[Cl-].[Na+].O>[C:1]([O:5][C:6]([N:8]1[C:16]2[C:11](=[CH:12][CH:13]=[C:14]([OH:17])[CH:15]=2)[C:10]([CH:35]2[CH2:36][CH2:37][CH2:38]2)=[N:9]1)=[O:7])([CH3:4])([CH3:2])[CH3:3] |f:1.2.3,6.7.8|. Reported procedure: Tert-butyl6-(tert-butyldiphenylsilyloxy)-3-cyclobutylindazole-1-carboxylate (12.26 g) which can be prepared according to the method described in Reference example 13, etc. was dissolved in THF (83 mL; manufactured by Kanto Chemical Co., Inc.). Then, 1 mol/L-TBAF-THF solution (46 mL) was added and the mixture was stirred for 1 hour at room temperature. To the reaction solution, water and brine were added and extraction was carried out three times with ethyl acetate. The organic layer was washed w... Reactants: C(C1=CC=CC=C1)N(C(=O)C1=NOC(=N1)[C@@H](CC(=O)OC(C)(C)C)CCCC1CCCCC1)C (tert-butyl (3R)-3-(3-{[benzyl(methyl)amino]carbonyl}-1,2,4-oxadiazol-5-yl)-6-cyclohexylhexanoate), FC(C(=O)O)(F)F (trifluoroacetic acid). Run in ClCCl (dichloromethane). Reaction conditions: time 17 hour. Yields the product C(C1=CC=CC=C1)N(C(=O)C1=NOC(=N1)[C@@H](CC(=O)O)CCCC1CCCCC1)C ((3R)-3-(3{[Benzyl(methyl)amino]carbonyl}-1,2,4-oxadiazol-5-yl)-6-cyclohexylhexanoic acid). Isolated yield 86.8%. Reaction SMILES: [CH2:1]([N:8]([CH3:34])[C:9]([C:11]1[N:15]=[C:14]([C@H:16]([CH2:25][CH2:26][CH2:27][CH:28]2[CH2:33][CH2:32][CH2:31][CH2:30][CH2:29]2)[CH2:17][C:18]([O:20]C(C)(C)C)=[O:19])[O:13][N:12]=1)=[O:10])[C:2]1[CH:7]=[CH:6][CH:5]=[CH:4][CH:3]=1.FC(F)(F)C(O)=O>ClCCl>[CH2:1]([N:8]([CH3:34])[C:9]([C:11]1[N:15]=[C:14]([C@H:16]([CH2:25][CH2:26][CH2:27][CH:28]2[CH2:29][CH2:30][CH2:31][CH2:32][CH2:33]2)[CH2:17][C:18]([OH:20])=[O:19])[O:13][N:12]=1)=[O:10])[C:2]1[CH:3]=[CH:4][CH:5]=[CH:6][CH:7]=1. Procedure: A solution of tert-butyl (3R)-3-(3-{[benzyl(methyl)amino]carbonyl}-1,2,4-oxadiazol-5-yl)-6-cyclohexylhexanoate (Preparation 33) (296 mg, 0.63 mmol) in dichloromethane (4 ml) was treated with trifluoroacetic acid (1 ml) and the resulting mixture was stirred at room temperature under a nitrogen atmosphere for 17 hours. The solvent was removed under reduced pressure and the residue azeotroped from toluene to afford the title compound (226 mg).